From a dataset of the Open Reaction Database (ORD), a public repository of structured organic reaction records. describe an organic reaction: reactants, conditions, products, and yield Starting materials: [Na+].[I-] (NaI), C(C)OC(=O)C1=CC2=C(S1)C=CC(=C2)N (5-amino-benzo[b]thiophene-2-carboxylic acid ethyl ester), Cl (HCl), N(=O)[O-].[Na+] (NaNO2), [Na+].[I-] (NaI). Run in O (water), C(Cl)Cl (CH2Cl2), O (water). Conditions: temperature 0 celsius, time 10 minute. Yields the product C(C)OC(=O)C1=CC2=C(S1)C=CC(=C2)I (5-iodo-benzo[b]thiophene-2-carboxylic acid ethyl ester). As a reaction SMILES: [CH2:1]([O:3][C:4]([C:6]1[S:10][C:9]2[CH:11]=[CH:12][C:13](N)=[CH:14][C:8]=2[CH:7]=1)=[O:5])[CH3:2].Cl.N([O-])=O.[Na+].[Na+].[I-:22]>C(Cl)Cl.O>[CH2:1]([O:3][C:4]([C:6]1[S:10][C:9]2[CH:11]=[CH:12][C:13]([I:22])=[CH:14][C:8]=2[CH:7]=1)=[O:5])[CH3:2] |f:2.3,4.5|. Procedure: To 5-amino-benzo[b]thiophene-2-carboxylic acid ethyl ester (18.37 g, 83.02 mmol) was added an aqueous HCl solution (21 mL conc. HCl in 200 mL H2O, 252 mmol)) and the resulting mixture was cooled to 0° C. A solution of NaNO2 (6.02 g in 60 mL H2O, 87.25 mmol) was added and the mixture was allowed to stir at 0° C. for 10 min. A solution of NaI (13.07 g in 60 μL H2O, 87.20 mmol) was added slowly. The reaction mixture became difficult to stir during the addition of NaI. A total of 300 mL of water was...